Task: describe an organic reaction: reactants, conditions, products, and yield. Dataset: the Open Reaction Database (ORD), a public repository of structured organic reaction records Reaction SMILES: F[C:2]1[CH:3]=[CH:4][C:5]([N+:9]([O-:11])=[O:10])=[C:6]([CH3:8])[CH:7]=1.[F:12][C:13]([F:28])([F:27])[C:14]1[CH:19]=[CH:18][C:17](N2C=CC=CC2=O)=[CH:16][CH:15]=1.[C:29]([O-:32])([O-])=O.[Cs+].[Cs+].O>CN(C=O)C>[CH3:8][C:6]1[CH:7]=[C:2]([N:9]2[CH:5]=[CH:4][C:3]([C:17]3[CH:16]=[CH:15][C:14]([C:13]([F:12])([F:27])[F:28])=[CH:19][CH:18]=3)=[CH:2][C:29]2=[O:32])[CH:3]=[CH:4][C:5]=1[N+:9]([O-:11])=[O:10] |f:2.3.4|. Procedure details: To a solution of 5-fluoro-2-nitrotoluene (0.27 g, 2.25 mmol) in DMF (4.0 mL) was added 4-(4-(trifluoromethyl)phenyl-pyridin-2(1H)-one (0.45 g, 1.87 mmol) and Cs2CO3 (0.67 g, 2.1 mmol), and the reaction was heated to 85° C. for 18 h. The reaction mixture was cooled, H2O (20 mL) was added, and the mixture was stirred for 20 min. The resulting solids were collected by filtration and washed with H2O (10 mL). Flash chromatography (silica gel, hexanes/EtOAc, 10:1 to 3:1) yielded the title compound (0.... Run at temperature 85 celsius, time 20 minute. Yields the product hexanes EtOAc, CC=1C=C(C=CC1[N+](=O)[O-])N1C(C=C(C=C1)C1=CC=C(C=C1)C(F)(F)F)=O (1-(3-Methyl-4-nitrophenyl)-4-(4-(trifluoromethyl)phenyl)pyridin-2(1H)-one). The yield is 106.9%. The solvent is CN(C)C=O (DMF). Starting materials: O (H2O), FC=1C=CC(=C(C1)C)[N+](=O)[O-] (5-fluoro-2-nitrotoluene), FC(C1=CC=C(C=C1)N1C(C=CC=C1)=O)(F)F (4-(trifluoromethyl)phenyl-pyridin-2(1H)-one), C(=O)([O-])[O-].[Cs+].[Cs+] (Cs2CO3). Starting materials: C, CN1CCC(N(C)C(=O)Nc2cc(Oc3ccc([N+](=O)[O-])cc3F)ccn2)CC1, [H][H], C1CCOC1, [Pd]. The product is CN1CCC(N(C)C(=O)Nc2cc(Oc3ccc(N)cc3F)ccn2)CC1. Reaction SMILES: [C:37].[F:1][c:2]1[c:3]([O:4][c:5]2[cH:6][c:7]([NH:11][C:12]([N:13]([CH:14]3[CH2:15][CH2:16][N:17]([CH3:20])[CH2:18][CH2:19]3)[CH3:21])=[O:22])[n:8][cH:9][cH:10]2)[cH:23][cH:24][c:25]([N+:27]([O-:28])=[O:29])[cH:26]1.[H:30][H:31].[O:32]1[CH2:33][CH2:34][CH2:35][CH2:36]1.[Pd:38]>>[F:1][c:2]1[c:3]([O:4][c:5]2[cH:6][c:7]([NH:11][C:12]([N:13]([CH:14]3[CH2:15][CH2:16][N:17]([CH3:20])[CH2:18][CH2:19]3)[CH3:21])=[O:22])[n:8][cH:9][cH:10]2)[cH:23][cH:24][c:25]([NH2:27])[cH:26]1. Reactants: C(C)(C)(C)OC(NC(C(C)C)C(NCCC1=CC2=C(OCO2)C=C1)=O)=O ([1-(2-Benzo[1,3]dioxol-5-yl-ethylcarbamoyl)-2-methyl-propyl]-carbamic acid tert-butyl ester), C(Cl)Cl (DCM). The solvent is C(=O)(C(F)(F)F)O (TFA). Product: N[C@@H](C(=O)NCCC1=CC2=C(OCO2)C=C1)C(C)C ((R)-2-Amino-N-(2-benzo[1,3]dioxol-5-yl-ethyl)-3-methyl-butyramide). The yield is 83.3%. Reaction SMILES: C(OC(=O)[NH:7][CH:8]([C:12](=[O:25])[NH:13][CH2:14][CH2:15][C:16]1[CH:24]=[CH:23][C:19]2[O:20][CH2:21][O:22][C:18]=2[CH:17]=1)[CH:9]([CH3:11])[CH3:10])(C)(C)C.C(Cl)Cl>C(O)(C(F)(F)F)=O>[NH2:7][C@H:8]([CH:9]([CH3:11])[CH3:10])[C:12]([NH:13][CH2:14][CH2:15][C:16]1[CH:24]=[CH:23][C:19]2[O:20][CH2:21][O:22][C:18]=2[CH:17]=1)=[O:25]. Procedure: [1-(2-Benzo[1,3]dioxol-5-yl-ethylcarbamoyl)-2-methyl-propyl]-carbamic acid tert-butyl ester (447.1 mg, 1.23 mmol) was dissolved in 1:1 TFA:DCM (6 mL) and stirred at room temperature for 3 hours. After this time, the solvent was removed by vacuum. The crude material was dissolved in DCM (75 mL) and washed with 1M NaOH (aq) (75 mL) to afford the crude product as the freebase. The product was purified by Flash Chromatography (0-10% methanol/DCM gradient) to afford 270.7 mg (83.5%) of the pure produ... Reactants: [OH-].[Na+] (NaOH), OO (H2O2), B1C2CCCC1CCC2 (9-BBN), CCCCCC (hexane), BrC1=CC=C(C=C1)C=CCC (4-bromophenyl-1-butene). The solvent is O (H2O), C1CCOC1 (THF). Conditions: time 20 hour. The product is BrC1=C(C=CC=C1)CCCCO (4-(o-bromophenyl)butanol). Reaction SMILES: B1[CH:6]2[CH2:7][CH2:8][CH2:9][CH:2]1[CH2:3][CH2:4][CH2:5]2.CCCCCC.[Br:16][C:17]1[CH:22]=CC(C=CCC)=CC=1.[OH-:27].[Na+].OO>O.C1COCC1>[Br:16][C:17]1[CH:22]=[CH:3][CH:4]=[CH:5][C:6]=1[CH2:7][CH2:8][CH2:9][CH2:2][OH:27] |f:3.4|. Procedure: To a solution of 0.4 M 9-BBN in hexane (72 mL, 28.8 mmol) was added 4-bromophenyl-1-butene (3.99 g, 18.9 mmol) at room temperature. The resulting mixture was stirred at room temperature for 20 h. The mixture was treated sequentially with 3.3 mL of 6N aqueous NaOH (19.8 mmol), THF (7 mL), and 30% H2O2 in H2O (7 mL), then refluxed for 2 h. The reaction mixture was then cooled to room temperature. The organic layer was washed with aqueous sodium sulfite (40 mL), H2O (20 mL), and brine (20 mL). The ... Starting materials: CCO, OB(O)c1ccc(OC(F)(F)F)cc1, Ic1ccc[se]1, [Na+], [Na+], O=C([O-])[O-], Cc1ccccc1, c1ccc(P(c2ccccc2)(c2ccccc2)[Pd](P(c2ccccc2)(c2ccccc2)c2ccccc2)(P(c2ccccc2)(c2ccccc2)c2ccccc2)P(c2ccccc2)(c2ccccc2)c2ccccc2)cc1. Yields the product FC(F)(F)Oc1ccc(-c2ccc[se]2)cc1. RXN SMILES: [CH2:27]([OH:28])[CH3:29].[F:7][C:8]([O:9][c:10]1[cH:11][cH:12][c:13]([B:16]([OH:17])[OH:18])[cH:14][cH:15]1)([F:19])[F:20].[I:1][c:2]1[se:3][cH:4][cH:5][cH:6]1.[Na+:21].[Na+:22].[O-:23][C:24](=[O:25])[O-:26].[c:30]1([CH3:31])[cH:32][cH:33][cH:34][cH:35][cH:36]1.[cH:37]1[cH:38][cH:39][c:40]([P:41]([Pd:42]([P:43]([c:44]2[cH:45][cH:46][cH:47][cH:48][cH:49]2)([c:50]2[cH:51][cH:52][cH:53][cH:54][cH:55]2)[c:56]2[cH:57][cH:58][cH:59][cH:60][cH:61]2)([P:62]([c:63]2[cH:64][cH:65][cH:66][cH:67][cH:68]2)([c:69]2[cH:70][cH:71][cH:72][cH:73][cH:74]2)[c:75]2[cH:76][cH:77][cH:78][cH:79][cH:80]2)[P:81]([c:82]2[cH:83][cH:84][cH:85][cH:86][cH:87]2)([c:88]2[cH:89][cH:90][cH:91][cH:92][cH:93]2)[c:94]2[cH:95][cH:96][cH:97][cH:98][cH:99]2)([c:100]2[cH:101][cH:102][cH:103][cH:104][cH:105]2)[c:106]2[cH:107][cH:108][cH:109][cH:110][cH:111]2)[cH:112][cH:113]1>>[c:2]1(-[c:13]2[cH:12][cH:11][c:10]([O:9][C:8]([F:7])([F:19])[F:20])[cH:15][cH:14]2)[se:3][cH:4][cH:5][cH:6]1. The reactants are O=C(O)C=CC(=O)O, CCN(C(C)C)C(C)C, NC1CCCN2c3cc(Cl)ccc3Oc3ccccc3C12, ClCCl, O=C(Cl)c1ccc(-c2ccccc2)cc1. Product: O=C(NC1CCCN2c3cc(Cl)ccc3Oc3ccccc3C12)c1ccc(-c2ccccc2)cc1. RXN SMILES: [C:25]([OH:26])(=[O:27])[CH:28]=[CH:29][C:30]([OH:31])=[O:32].[CH:1]([N:2]([CH2:3][CH3:4])[CH:5]([CH3:6])[CH3:7])([CH3:8])[CH3:9].[Cl:33][c:34]1[cH:35][c:36]2[c:37]([cH:52][cH:53]1)[O:38][c:39]1[c:40]([cH:48][cH:49][cH:50][cH:51]1)[CH:41]1[N:42]2[CH2:43][CH2:44][CH2:45][CH:46]1[NH2:47].[Cl:54][CH2:55][Cl:56].[c:10]1(-[c:16]2[cH:17][cH:18][c:19]([C:20](=[O:21])[Cl:22])[cH:23][cH:24]2)[cH:11][cH:12][cH:13][cH:14][cH:15]1>>[c:10]1(-[c:16]2[cH:17][cH:18][c:19]([C:20](=[O:21])[NH:47][CH:46]3[CH:41]4[c:40]5[c:39]([cH:51][cH:50][cH:49][cH:48]5)[O:38][c:37]5[c:36]([cH:35][c:34]([Cl:33])[cH:53][cH:52]5)[N:42]4[CH2:43][CH2:44][CH2:45]3)[cH:23][cH:24]2)[cH:11][cH:12][cH:13][cH:14][cH:15]1.